Dataset: the Open Reaction Database (ORD), a public repository of structured organic reaction records. Task: describe an organic reaction: reactants, conditions, products, and yield The reactants are ClCCCC(=O)N1CC2=CC=CC=C2CC1 (4-chloro-1-(3,4-dihydro-1H-isoquinolin-2-yl)butan-1-one), FC=1C=C2C(=CNC2=CC1)C1CCNCC1 (5-fluoro-3-(piperidin-4-yl)-1H-indole), O1CCCC1 (tetrahydrofuran), [I-].[K+] (potassium iodide). The solvent is CC(CC)=O (butanone), CC(CC)=O (butanone), C(C)N(CC)CC (triethylamine), CO (methanol), C(C)(=O)OCC (ethyl acetate). Yields the product FC=1C=C2C(=CNC2=CC1)C1CCN(CC1)CCCC(=O)N1CC2=CC=CC=C2CC1 (5-Fluoro-3-{1-[4-(3,4-dihydro-1H-isoquinolin-2-yl)-4-oxobutan-1-yl]piperidin-4-yl}-1H-indole), compound. As a reaction SMILES: [F:1][C:2]1[CH:3]=[C:4]2[C:8](=[CH:9][CH:10]=1)[NH:7][CH:6]=[C:5]2[CH:11]1[CH2:16][CH2:15][NH:14][CH2:13][CH2:12]1.O1CCCC1.[I-].[K+].Cl[CH2:25][CH2:26][CH2:27][C:28]([N:30]1[CH2:39][CH2:38][C:37]2[C:32](=[CH:33][CH:34]=[CH:35][CH:36]=2)[CH2:31]1)=[O:29]>CC(=O)CC.C(OCC)(=O)C.C(N(CC)CC)C.CO>[F:1][C:2]1[CH:3]=[C:4]2[C:8](=[CH:9][CH:10]=1)[NH:7][CH:6]=[C:5]2[CH:11]1[CH2:16][CH2:15][N:14]([CH2:25][CH2:26][CH2:27][C:28]([N:30]2[CH2:39][CH2:38][C:37]3[C:32](=[CH:33][CH:34]=[CH:35][CH:36]=3)[CH2:31]2)=[O:29])[CH2:13][CH2:12]1 |f:2.3|. Procedure: A mixture of 5-fluoro-3-(piperidin-4-yl)-1H-indole (3.0 g), butanone (200 mL), tetrahydrofuran (200 mL), methanol (30 mL), potassium iodide (11.4 g) and triethylamine (7.6 mL) was heated until reflux temperature followed by the addition of a solution of 4-chloro-1-(3,4-dihydro-1H-isoquinolin-2-yl)butan-1-one (14.6 g) in butanone (50 mL). The mixture was boiled under reflux for 2 h, filtered hot and concentrated in vacuo. The residue was purified by flash chromatography on silicagel (eluent: ethy... Product: C1(=CC=CC=C1)C1(C(C(=CC=C1)C)C)CC (1-phenyl-1-xylyl-ethane). Starting materials: C=CC1=CC=CC=C1 (styrene), C1=CC=CC=C1 (benzene), 1,1-diaryl-ethane, C1(=CC=CC=C1)C(C)C1=CC=CC=C1 (1,1-diphenyl-ethane), C1(=CC=CC=C1)C(C)C1=C(C=CC=C1)C (1-phenyl-1-tolyl-ethane). Procedure: When styrene is reacted with, for example, benzene, toluene or xylene according to the method of the present invention, 1,1-diaryl-ethane such as 1,1-diphenyl-ethane, 1-phenyl-1-tolyl-ethane, or 1-phenyl-1-xylyl-ethane is obtained, respectively, as an aralkylation product. As a reaction SMILES: [CH2:1]=CC1C=CC=CC=1.C1C=CC=CC=1.C1(C(C2C=CC=CC=2)C)C=CC=CC=1.[C:29]1([CH:35]([C:37]2[CH:42]=[CH:41][CH:40]=[CH:39][C:38]=2[CH3:43])[CH3:36])[CH:34]=[CH:33][CH:32]=[CH:31][CH:30]=1>C1(C)C(C)=CC=CC=1.C1(C)C=CC=CC=1>[C:29]1([C:35]2([CH2:36][CH3:1])[CH:41]=[CH:40][CH:39]=[C:38]([CH3:43])[CH:37]2[CH3:42])[CH:30]=[CH:31][CH:32]=[CH:33][CH:34]=1. Run in C=1(C(=CC=CC1)C)C (xylene), C1(=CC=CC=C1)C (toluene). The reactants are Cc1ncc[nH]1, Cn1ncc(Cl)c(Cl)c1=O, C1COCCO1. Product: Cc1nccn1-c1cnn(C)c(=O)c1Cl. RXN SMILES: [CH3:11][c:12]1[nH:13][cH:14][cH:15][n:16]1.[Cl:1][c:2]1[c:3](=[O:10])[n:4]([CH3:9])[n:5][cH:6][c:7]1[Cl:8].[O:17]1[CH2:18][CH2:19][O:20][CH2:21][CH2:22]1>>[Cl:1][c:2]1[c:3](=[O:10])[n:4]([CH3:9])[n:5][cH:6][c:7]1-[n:13]1[c:12]([CH3:11])[n:16][cH:15][cH:14]1. The reactants are O=C(c1ncc[nH]1)c1ncc[nH]1, C1CCOC1, COc1ccc(CC(=O)O)cc1OC, NCCc1ccccc1. Yields the product COc1ccc(CC(=O)NCCc2ccccc2)cc1OC. Reaction SMILES: [C:15]([c:16]1[nH:17][cH:18][cH:19][n:20]1)([c:21]1[nH:22][cH:23][cH:24][n:25]1)=[O:26].[CH2:36]1[O:37][CH2:38][CH2:39][CH2:40]1.[CH3:1][O:2][c:3]1[cH:4][c:5]([CH2:11][C:12](=[O:13])[OH:14])[cH:6][cH:7][c:8]1[O:9][CH3:10].[NH2:27][CH2:28][CH2:29][c:30]1[cH:31][cH:32][cH:33][cH:34][cH:35]1>>[CH3:1][O:2][c:3]1[cH:4][c:5]([CH2:11][C:12](=[O:14])[NH:27][CH2:28][CH2:29][c:30]2[cH:31][cH:32][cH:33][cH:34][cH:35]2)[cH:6][cH:7][c:8]1[O:9][CH3:10].